Dataset: the Open Reaction Database (ORD), a public repository of structured organic reaction records. Task: describe an organic reaction: reactants, conditions, products, and yield Reactants: C([O-])([O-])=O.[Cs+].[Cs+] (cesium carbonate), C=1C=CC(=CC1)P(C=2C=CC=CC2)C3=CC=C4C=CC=CC4=C3C5=C6C=CC=CC6=CC=C5P(C=7C=CC=CC7)C=8C=CC=CC8 (BINAP), C1(=CC=CC=C1)CCCNC(=O)C1=CC=C(C=N1)OS(=O)(=O)C(F)(F)F (trifluoromethanesulfonic acid 6-(3-phenylpropylcarbamoyl)pyridin-3-yl ester), N1(CCNCC1)C(=O)C1=C(C=CC=C1)C(F)(F)F (piperazin-1-yl-(2-trifluoromethylphenyl)methanone). Reagents/catalysts: C(C)(=O)[O-].C(C)(=O)[O-].[Pd+2] (palladium diacetate). The solvent is C1(=CC=CC=C1)C (toluene), C1(=CC=CC=C1)C (toluene). The product is C1(=CC=CC=C1)CCCNC(=O)C1=NC=C(C=C1)N1CCN(CC1)C(C1=C(C=CC=C1)C(F)(F)F)=O (5-[4-(2-TRIFLUOROMETHYLBENZOYL)PIPERAZIN-1-YL]PYRIDINE-2-CARBOXYLIC ACID (3-PHENYLPROPYL)AMIDE). Yield: 13.0%. RXN SMILES: C(=O)([O-])[O-].[Cs+].[Cs+].C1C=CC(P(C2C(C3C(P(C4C=CC=CC=4)C4C=CC=CC=4)=CC=C4C=3C=CC=C4)=C3C(C=CC=C3)=CC=2)C2C=CC=CC=2)=CC=1.[C:53]1([CH2:59][CH2:60][CH2:61][NH:62][C:63]([C:65]2[N:70]=[CH:69][C:68](OS(C(F)(F)F)(=O)=O)=[CH:67][CH:66]=2)=[O:64])[CH:58]=[CH:57][CH:56]=[CH:55][CH:54]=1.[N:79]1([C:85]([C:87]2[CH:92]=[CH:91][CH:90]=[CH:89][C:88]=2[C:93]([F:96])([F:95])[F:94])=[O:86])[CH2:84][CH2:83][NH:82][CH2:81][CH2:80]1>C1(C)C=CC=CC=1.C([O-])(=O)C.C([O-])(=O)C.[Pd+2]>[C:53]1([CH2:59][CH2:60][CH2:61][NH:62][C:63]([C:65]2[CH:66]=[CH:67][C:68]([N:82]3[CH2:83][CH2:84][N:79]([C:85](=[O:86])[C:87]4[CH:92]=[CH:91][CH:90]=[CH:89][C:88]=4[C:93]([F:96])([F:94])[F:95])[CH2:80][CH2:81]3)=[CH:69][N:70]=2)=[O:64])[CH:54]=[CH:55][CH:56]=[CH:57][CH:58]=1 |f:0.1.2,7.8.9|. Procedure details: A 50-mL flask was charged with cesium carbonate (0.078 g, 0.238 mmol), palladium diacetate (0.0019 g, 0.0085 mmol) and BINAP (0.0079 g, 0.013 mmol) and flushed with argon for 30 minutes. A solution of trifluoromethanesulfonic acid 6-(3-phenylpropylcarbamoyl)pyridin-3-yl ester (0.066 g, 0.17 mmol) and piperazin-1-yl-(2-trifluoromethylphenyl)methanone (0.053 g, 0.20 mmol) in toluene (2 mL) was added via syringe. The reaction mixture was heated at 100 C for 26 h, cooled to room temperature, diluted... Reactants: solution, [F-].C(CCC)[N+](CCCC)(CCCC)CCCC (tetrabutylammonium fluoride), CC(C)([O-])C.[K+] (potassium tert-butoxide), [Si](C)(C)(C(C)(C)C)OC[C@H](C(C)C)N1C(=NC=2C=NC=3C=CC=CC3C21)CCl (1-[(1S)-1-({[tert-Butyl(dimethyl)silyl]oxy}methyl)-2-methylpropyl]-2-(chloromethyl)-1H-imidazo[4,5-c]quinoline), C([O-])(O)=O.[Na+] (sodium bicarbonate). The solvent is O1CCCC1 (THF), O1CCCC1 (THF), O1CCCC1 (tetrahydrofuran), C(Cl)(Cl)Cl (CHCl3), C(Cl)(Cl)Cl.CO (CHCl3 methanol), C(Cl)(Cl)Cl (CHCl3). Conditions: temperature -78 celsius. The product is C(C)(C)[C@H]1COCC=2N1C1=C(C=NC3=CC=CC=C13)N2 ((11S)-11-isopropyl-10,11-dihydro-8H-[1,4]oxazino[4′,3′:1,2]imidazo[4,5-c]quinoline). Yield: 68.7%. Reaction SMILES: [Si]([O:8][CH2:9][C@@H:10]([N:14]1[C:26]2[C:25]3[CH:24]=[CH:23][CH:22]=[CH:21][C:20]=3[N:19]=[CH:18][C:17]=2[N:16]=[C:15]1[CH2:27]Cl)[CH:11]([CH3:13])[CH3:12])(C(C)(C)C)(C)C.[F-].C([N+](CCCC)(CCCC)CCCC)CCC.C(=O)(O)[O-].[Na+].CC(C)([O-])C.[K+]>O1CCCC1.C(Cl)(Cl)Cl.C(Cl)(Cl)Cl.CO>[CH:11]([C@@H:10]1[N:14]2[C:26]3[C:25]4[C:20](=[CH:21][CH:22]=[CH:23][CH:24]=4)[N:19]=[CH:18][C:17]=3[N:16]=[C:15]2[CH2:27][O:8][CH2:9]1)([CH3:13])[CH3:12] |f:1.2,3.4,5.6,9.10|. Procedure details: 1-[(1S)-1-({[tert-Butyl(dimethyl)silyl]oxy}methyl)-2-methylpropyl]-2-(chloromethyl)-1H-imidazo[4,5-c]quinoline (4.85 g, 11.6 mmol) was dissolved in 110 mL of tetrahydrofuran (THF) and the solution was cooled to −78° C. under N2. A 1.0 M solution of tetrabutylammonium fluoride in THF (12.8 mL) was added and the reaction mixture was allowed to warm to 0° C. overnight. The reaction mixture was then treated with 50 mL of saturated sodium bicarbonate solution and 100 mL of CHCl3. The layers were sepa... Reported procedure: First, sodium hydroxide and water were added to 5-tert-butylthiomethyl-5-methylhydantoin, and the resultant mixture was heated to a predetermined temperature and stirred. The reaction solution was analyzed by HPLC (column: COSMOSIL 5C18-AR (produced by Nacalai Tesque Inc.), mobile phase: acetonitrile/10 mM aqueous potassium dihydrogen phosphate solution=30/70, flow rate: 1.0 ml/min, detection wavelength: 210 nm, column temperature: 40° C.) to determine the yield of the title compound. The result... Starting materials: [OH-].[Na+] (sodium hydroxide), O (water), C(C)(C)(C)SCC1(C(NC(N1)=O)=O)C (5-tert-butylthiomethyl-5-methylhydantoin), resultant mixture. The solvent is C(C)#N (acetonitrile). Yields the product C(N)(=O)N[C@@](CSC(C)(C)C)(C(=O)O)C (N-carbamoyl-S-tert-butyl-α-methyl-cysteine). RXN SMILES: [OH-:1].[Na+].O.[C:4]([S:8][CH2:9][C:10]1([CH3:17])[NH:14][C:13](=[O:15])[NH:12][C:11]1=[O:16])([CH3:7])([CH3:6])[CH3:5]>C(#N)C>[C:13]([NH:14][C@:10]([CH3:17])([C:11]([OH:1])=[O:16])[CH2:9][S:8][C:4]([CH3:7])([CH3:6])[CH3:5])(=[O:15])[NH2:12] |f:0.1|. The reactants are [Si](C)(C)(C(C)(C)C)OC[C@H]1CS[C@H](C2=C(N1)N(N=C2C2=NC=CC=C2)C)OC(C2=CC(=CC=C2)C)=O ((4R,7S)-(7-(((tert-butyldimethylsilyl)oxy)methyl)-1-methyl-3-(pyridin-2-yl)-4,6,7,8-tetrahydro-1H-pyrazolo[3,4-e][1,4]thiazepin-4-yl)-3-methylbenzoate), CC1=NC=CC=C1N (2-methylpyridin-3-amine), C[Si](C)(C)[N-][Si](C)(C)C.[Li+] (lithium bis(trimethylsilyl)amide), CCCCCC (hexane), C1CCOC1 (THF). Run at time 2 hour. Product: [Si](C)(C)(C(C)(C)C)OC[C@H]1CS[C@@H](C2=C(N1)N(N=C2C2=NC=CC=C2)C)C2=C(C(=O)NC=1C(=NC=CC1)C)C=CC=C2C ((4R,7S)(7-(((tert-butyldimethylsilyl)oxy)methyl)-1-methyl-3-(pyridin-2-yl)-4,6,7,8-tetrahydro-1H-pyrazolo[3,4-e][1,4]thiazepin-4-yl)-3-methyl-N-(2-methylpyridin-3-yl)benzamide). Yield: 85.0%. RXN SMILES: [Si:1]([O:8][CH2:9][C@@H:10]1[NH:16][C:15]2[N:17]([CH3:26])[N:18]=[C:19]([C:20]3[CH:25]=[CH:24][CH:23]=[CH:22][N:21]=3)[C:14]=2[C@H:13](OC(=O)C2C=CC=C(C)C=2)[S:12][CH2:11]1)([C:4]([CH3:7])([CH3:6])[CH3:5])([CH3:3])[CH3:2].[CH3:37][C:38]1[C:43]([NH2:44])=[CH:42][CH:41]=[CH:40][N:39]=1.[CH3:45][Si]([N-][Si](C)(C)C)(C)C.[Li+].[CH3:55][CH2:56][CH2:57][CH2:58][CH2:59][CH3:60].C1C[O:64][CH2:63]C1>>[Si:1]([O:8][CH2:9][C@@H:10]1[NH:16][C:15]2[N:17]([CH3:26])[N:18]=[C:19]([C:20]3[CH:25]=[CH:24][CH:23]=[CH:22][N:21]=3)[C:14]=2[C@@H:13]([C:57]2[C:56]([CH3:45])=[CH:55][CH:60]=[CH:59][C:58]=2[C:63]([NH:44][C:43]2[C:38]([CH3:37])=[N:39][CH:40]=[CH:41][CH:42]=2)=[O:64])[S:12][CH2:11]1)([C:4]([CH3:6])([CH3:5])[CH3:7])([CH3:3])[CH3:2] |f:2.3|. Procedure: To a solution of rac-methyl 4-((4R,7S)-(7-(((tert-butyldimethylsilyl)oxy)methyl)-1-methyl-3-(pyridin-2-yl)-4,6,7,8-tetrahydro-1H-pyrazolo[3,4-e][1,4]thiazepin-4-yl)-3-methylbenzoate (0.300 g, 0.56 mmol) and 2-methylpyridin-3-amine (0.181 g, 1.67 mmol, Appollo) in THF (6 ml) at about 0° C. was added 1 M lithium bis(trimethylsilyl)amide in hexane (2.78 ml, 2.78 mmol). About 5 min after the complete addition, the cold bath was removed and the reaction was stirred for about 2 h at rt. The reaction w...